From a dataset of the Open Reaction Database (ORD), a public repository of structured organic reaction records. describe an organic reaction: reactants, conditions, products, and yield The reactants are Cl, NCc1c(F)cccc1C(F)(F)F, NC(N)=O, O. The product is NC(=O)NCc1c(F)cccc1C(F)(F)F. Reaction SMILES: [ClH:18].[F:1][c:2]1[c:3]([CH2:4][NH2:5])[c:6]([C:10]([F:11])([F:12])[F:13])[cH:7][cH:8][cH:9]1.[NH2:14][C:15]([NH2:16])=[O:17].[OH2:19]>>[F:1][c:2]1[c:3]([CH2:4][NH:5][C:15]([NH2:14])=[O:17])[c:6]([C:10]([F:11])([F:12])[F:13])[cH:7][cH:8][cH:9]1. Run in C1CCOC1 (THF), C1CCOC1 (THF). As a reaction SMILES: [H-].[Na+].[Br:3][C:4]1([Br:12])[CH2:10][CH2:9][CH2:8][CH2:7][NH:6][C:5]1=[O:11].I[CH2:14][C:15]([O:17][C:18]([CH3:21])([CH3:20])[CH3:19])=[O:16]>C1COCC1>[C:18]([O:17][C:15]([CH2:14][N:6]1[CH2:7][CH2:8][CH2:9][CH2:10][C:4]([Br:12])([Br:3])[C:5]1=[O:11])=[O:16])([CH3:21])([CH3:20])[CH3:19] |f:0.1|. Reported procedure: To a suspension of 300 mg of sodium hydride in 25 ml THF add a solution of 2.71 g of 3,3-dibromoperhydroazepin-2-one [R. Wineman et al., J. Am. Chem. Soc., 80, 6233 (1958)] and 2.50 g of t-butyl iodoacetate in 25 ml THF, carrying out the operation under N2. Stir the reaction at room temperature for several hours, quench with aqueous NaHSO3, isolate the organic phase, dry and concentrate in vacuo to obtain 1-t-butoxycarbonylmethyl-3,3-dibromoperhydroazepin-2-one. Product: C(C)(C)(C)OC(=O)CN1C(C(CCCC1)(Br)Br)=O (1-t-butoxycarbonylmethyl-3,3-dibromoperhydroazepin-2-one). Starting materials: BrC1(C(NCCCC1)=O)Br (3,3-dibromoperhydroazepin-2-one), ICC(=O)OC(C)(C)C (t-butyl iodoacetate), [H-].[Na+] (sodium hydride). The reactants are CO (methanol), [Cl-].[Al+3].[Cl-].[Cl-] (aluminum chloride), ClC(C(=O)OC)=O (methyl chlorooxoacetate), N1C=CC2=CC=CN=C12 (7-azaindole). Reported procedure: To a suspension of aluminum chloride (56.4 g, 423 mmol, 5 equiv.) in DCM (50 mL) was added 7-azaindole (10.0 g, 85 mmol). After 1 h at room temperature the resulting mixture was cooled to 0° C. and methyl chlorooxoacetate (51.9 g, 423 mmol, 5 equiv.) was added dropwise. After a period of 18 h at room temperature the reaction mixture was cooled to 0° C. and methanol (300 mL) was added. After a period of 0.5 h at room temperature, the solvents were evaporated. DCM (500 mL) and saturated NaHCO3 (60... RXN SMILES: [Cl-].[Al+3].[Cl-].[Cl-].[NH:5]1[C:13]2[C:8](=[CH:9][CH:10]=[CH:11][N:12]=2)[CH:7]=[CH:6]1.Cl[C:15](=[O:20])[C:16]([O:18][CH3:19])=[O:17].CO>C(Cl)Cl>[O:20]=[C:15]([C:7]1[C:8]2[C:13](=[N:12][CH:11]=[CH:10][CH:9]=2)[NH:5][CH:6]=1)[C:16]([O:18][CH3:19])=[O:17] |f:0.1.2.3|. Isolated yield 74.9%. Run at temperature 0 celsius, time 0.5 hour. The solvent is C(Cl)Cl (DCM). The product is O=C(C(=O)OC)C1=CNC2=NC=CC=C21 (Methyl oxo(1H-pyrrolo[2,3-b]pyridin-3-yl)acetate).